Dataset: the Open Reaction Database (ORD), a public repository of structured organic reaction records. Task: describe an organic reaction: reactants, conditions, products, and yield Product: ClC1=CC=C(C=C1)N1N=C2C=CC=CC2=C1NC1=CC=CC=C1 ([2-(4-Chloro-phenyl)-2H-indazol-3-yl]-phenyl-amine). Reactants: C(CCC)N(C(=O)NC1CCCCC1)C=1N(N=C2C=CC=CC12)C1=CC=C(C=C1)Cl (1-Butyl-1-[2-(4-chloro-phenyl)-2H-indazol-3-yl]-3-cyclohexyl-urea), C1(=CC=CC=C1)N (phenylamine). Procedure details: In analogy to the procedure described in example 4.1, 3-chloro-2-(4-chloro-phenyl)-2H-indazole (Ardakani, Manouchehr; Smalley, Robert K.; Smith, Richard H., Synthesis (1979), (4), 308-9) was reacted with phenylamine ([62-53-3]) in N-methyl 2-pyrrolidone for 48 h at 175° C. in a sealed tube to give the title compound as brown solid. MS: m/e=320.1 [M+H+]. Run in CN1C(CCC1)=O (N-methyl 2-pyrrolidone). As a reaction SMILES: C([N:5]([C:15]1[N:16]([C:24]2[CH:29]=[CH:28][C:27]([Cl:30])=[CH:26][CH:25]=2)[N:17]=[C:18]2[C:23]=1[CH:22]=[CH:21][CH:20]=[CH:19]2)C(NC1CCCCC1)=O)CCC.[C:31]1(N)[CH:36]=[CH:35][CH:34]=[CH:33][CH:32]=1>CN1CCCC1=O>[Cl:30][C:27]1[CH:28]=[CH:29][C:24]([N:16]2[C:15]([NH:5][C:31]3[CH:36]=[CH:35][CH:34]=[CH:33][CH:32]=3)=[C:23]3[C:18]([CH:19]=[CH:20][CH:21]=[CH:22]3)=[N:17]2)=[CH:25][CH:26]=1. The reactants are CC(C)(C)OC(=O)N1CCN(C(=O)OC(C)(C)C)C(CC=O)C1, ClC(Cl)Cl, C1CCOC1, [PH3+]Cc1cccs1. The product is CC(C)(C)OC(=O)N1CCN(C(=O)OC(C)(C)C)C(CC=Cc2cccs2)C1. As a reaction SMILES: [C:1]([CH3:2])([CH3:3])([CH3:4])[O:5][C:6](=[O:7])[N:8]1[CH:9]([CH2:21][CH:22]=[O:23])[CH2:10][N:11]([C:14](=[O:15])[O:16][C:17]([CH3:18])([CH3:19])[CH3:20])[CH2:12][CH2:13]1.[CH:36]([Cl:37])([Cl:38])[Cl:39].[O:31]1[CH2:32][CH2:33][CH2:34][CH2:35]1.[s:24]1[c:25]([CH2:29][PH3+:30])[cH:26][cH:27][cH:28]1>>[C:1]([CH3:2])([CH3:3])([CH3:4])[O:5][C:6](=[O:7])[N:8]1[CH:9]([CH2:21][CH:22]=[CH:29][c:25]2[s:24][cH:28][cH:27][cH:26]2)[CH2:10][N:11]([C:14](=[O:15])[O:16][C:17]([CH3:18])([CH3:19])[CH3:20])[CH2:12][CH2:13]1.